Dataset: the Open Reaction Database (ORD), a public repository of structured organic reaction records. Task: describe an organic reaction: reactants, conditions, products, and yield The reactants are FC1=C(N)C=C(C(=C1)Cl)C(=O)OC (2-fluoro-4-chloro-5-methoxycarbonylaniline), O=C(OC(Cl)(Cl)Cl)Cl (diphosgene). Run in C1CCOC1 (THF), C1(=CC=CC=C1)C (toluene). Product: FC1=C(C=C(C(=C1)Cl)C(=O)OC)N=C=O (2-fluoro-4-chloro-5-methoxycarbonylphenyl isocyanate). Isolated yield 95.8%. Reaction SMILES: [F:1][C:2]1[CH:8]=[C:7]([Cl:9])[C:6]([C:10]([O:12][CH3:13])=[O:11])=[CH:5][C:3]=1[NH2:4].[O:14]=[C:15](Cl)OC(Cl)(Cl)Cl>C1COCC1.C1(C)C=CC=CC=1>[F:1][C:2]1[CH:8]=[C:7]([Cl:9])[C:6]([C:10]([O:12][CH3:13])=[O:11])=[CH:5][C:3]=1[N:4]=[C:15]=[O:14]. Procedure details: A solution of 2-fluoro-4-chloro-5-methoxycarbonylaniline (1.0 g, 5 mmol) in THF (10 mL) was added dropwist to a solution of diphosgene (2.0 g, 10 mmol) in toluene (20 mL) with stirring at room temperature. The reaction mixture was stirred at room temperature for one hour and then heated to reflux for 4 hours. The mixture was then cooled to room temperature and the solvents were evaporated under reduced pressure to give 1.1 g of 2-fluoro-4-chloro-5-methoxycarbonylphenyl isocyanate as a solid. Thi...